Dataset: the Open Reaction Database (ORD), a public repository of structured organic reaction records. Task: describe an organic reaction: reactants, conditions, products, and yield The reactants are Cl.Cl.NC1=CC(=C(C(=O)NCC2CCNCC2)C=C1Cl)OC (4-Amino-5-chloro-2-methoxy-N-(piperidin-4-ylmethyl)benzamide dihydrochloride), BrCCCCCC(=O)C1=CC(=CC=C1)Cl (6-bromo-1-(3-chlorophenyl)-1-hexanone). Product: Cl.NC1=CC(=C(C(=O)NCC2CCN(CC2)CCCCCC(=O)C2=CC(=CC=C2)Cl)C=C1Cl)OC (4-amino-5-chloro-2-methoxy-N-((1-(6-(3-chlorophenyl)-6-oxohexyl)piperidin-4-yl)methyl)benzamide hydrochloride). RXN SMILES: Cl.Cl.[NH2:3][C:4]1[C:19]([Cl:20])=[CH:18][C:7]([C:8]([NH:10][CH2:11][CH:12]2[CH2:17][CH2:16][NH:15][CH2:14][CH2:13]2)=[O:9])=[C:6]([O:21][CH3:22])[CH:5]=1.Br[CH2:24][CH2:25][CH2:26][CH2:27][CH2:28][C:29]([C:31]1[CH:36]=[CH:35][CH:34]=[C:33]([Cl:37])[CH:32]=1)=[O:30]>>[ClH:20].[NH2:3][C:4]1[C:19]([Cl:20])=[CH:18][C:7]([C:8]([NH:10][CH2:11][CH:12]2[CH2:13][CH2:14][N:15]([CH2:24][CH2:25][CH2:26][CH2:27][CH2:28][C:29]([C:31]3[CH:36]=[CH:35][CH:34]=[C:33]([Cl:37])[CH:32]=3)=[O:30])[CH2:16][CH2:17]2)=[O:9])=[C:6]([O:21][CH3:22])[CH:5]=1 |f:0.1.2,4.5|. Procedure: 4-Amino-5-chloro-2-methoxy-N-(piperidin-4-ylmethyl)benzamide dihydrochloride as starting compound and 6-bromo-1-(3-chlorophenyl)-1-hexanone were reacted and treated in the same manner as in Example 172 to give 4-amino-5-chloro-2-methoxy-N-((1-(6-(3-chlorophenyl)-6-oxohexyl)piperidin-4-yl)methyl)benzamide hydrochloride. Starting materials: ClC1=C(C=C(C=N1)S(=O)(=O)N1CCN(CC1)C1=CC=C(C=C1)C(C(F)(F)F)(C(F)(F)F)O)F (2-(4-(4-((6-chloro-5-fluoro-3-pyridinyl)sulfonyl)-1-piperazinyl)phenyl)-1,1,1,3,3,3-hexafluoro-2-propanol), CCO (EtOH), [OH-].[NH4+] (ammonium hydroxide). Solvent: O (water). Run at temperature 125 celsius. Yields the product NC1=C(C=C(C=N1)S(=O)(=O)N1CCN(CC1)C1=CC=C(C=C1)C(C(F)(F)F)(C(F)(F)F)O)F (2-(4-(4-((6-amino-5-fluoro-3-pyridinyl)sulfonyl)-1-piperazinyl)phenyl)-1,1,1,3,3,3-hexafluoro-2-propanol). Yield: 53.7%. As a reaction SMILES: Cl[C:2]1[N:7]=[CH:6][C:5]([S:8]([N:11]2[CH2:16][CH2:15][N:14]([C:17]3[CH:22]=[CH:21][C:20]([C:23]([OH:32])([C:28]([F:31])([F:30])[F:29])[C:24]([F:27])([F:26])[F:25])=[CH:19][CH:18]=3)[CH2:13][CH2:12]2)(=[O:10])=[O:9])=[CH:4][C:3]=1[F:33].CCO.[OH-].[NH4+:38]>O>[NH2:38][C:2]1[N:7]=[CH:6][C:5]([S:8]([N:11]2[CH2:16][CH2:15][N:14]([C:17]3[CH:22]=[CH:21][C:20]([C:23]([OH:32])([C:28]([F:31])([F:30])[F:29])[C:24]([F:27])([F:26])[F:25])=[CH:19][CH:18]=3)[CH2:13][CH2:12]2)(=[O:10])=[O:9])=[CH:4][C:3]=1[F:33] |f:2.3|. Reported procedure: A 100-mL pressure vessel was charged with 2-(4-(4-((6-chloro-5-fluoro-3-pyridinyl)sulfonyl)-1-piperazinyl)phenyl)-1,1,1,3,3,3-hexafluoro-2-propanol (0.725 g, 1.389 mmol), 5 mL of EtOH, and concentrated ammonium hydroxide (10 mL, 257 mmol). The vessel was sealed and the mixture was heated to 125° C. for 18 h. After that time, the mixture was diluted with water and extracted with CH2Cl2 (3×100 mL). The combined extracts were dried (MgSO4), filtered and concentrated. The residue was purified by col... Reactants: Cc1ccc(F)c(C(=O)O)c1, O=S(Cl)Cl. Product: Cc1ccc(F)c(C(=O)Cl)c1. Reaction SMILES: [F:1][c:2]1[c:3]([C:4](=[O:5])[OH:6])[cH:7][c:8]([CH3:11])[cH:9][cH:10]1.[S:12]([Cl:13])([Cl:14])=[O:15]>>[F:1][c:2]1[c:3]([C:4](=[O:5])[Cl:14])[cH:7][c:8]([CH3:11])[cH:9][cH:10]1. The reactants are O=C(n1ccnc1)n1ccnc1, ClCCl, CNC(=O)C(N)Cc1c[nH]c2ccccc12, Cl. Yields the product NC(Cc1c[nH]c2ccccc12)C(=O)NCCO, Cl. RXN SMILES: [C:18](=[O:19])([n:20]1[cH:21][cH:22][n:23][cH:24]1)[n:25]1[cH:26][cH:27][n:28][cH:29]1.[CH2:30]([Cl:31])[Cl:32].[CH3:2][NH:3][C:4]([CH:5]([NH2:6])[CH2:7][c:8]1[cH:9][nH:10][c:11]2[cH:12][cH:13][cH:14][cH:15][c:16]12)=[O:17].[ClH:1]>>[CH2:2]([NH:3][C:4]([CH:5]([NH2:6])[CH2:7][c:8]1[cH:9][nH:10][c:11]2[cH:12][cH:13][cH:14][cH:15][c:16]12)=[O:17])[CH2:18][OH:19].[ClH:1]. The reactants are CC(C)(C)c1ccc(C(=O)Nc2c(Br)cccc2Br)cc1, COc1ccc(P2(=S)SP(=S)(c3ccc(OC)cc3)S2)cc1, Cc1ccccc1. RXN SMILES: [C:1]([CH3:2])([CH3:3])([CH3:4])[c:5]1[cH:6][cH:7][c:8]([C:9](=[O:10])[NH:11][c:12]2[c:13]([Br:19])[cH:14][cH:15][cH:16][c:17]2[Br:18])[cH:20][cH:21]1.[CH3:22][O:23][c:24]1[cH:25][cH:26][c:27]([P:28]2(=[S:31])[S:29][P:30]([c:32]3[cH:33][cH:34][c:35]([O:36][CH3:37])[cH:38][cH:39]3)(=[S:40])[S:41]2)[cH:42][cH:43]1.[CH3:44][c:45]1[cH:46][cH:47][cH:48][cH:49][cH:50]1>>[C:1]([CH3:2])([CH3:3])([CH3:4])[c:5]1[cH:6][cH:7][c:8]([C:9]([NH:11][c:12]2[c:13]([Br:19])[cH:14][cH:15][cH:16][c:17]2[Br:18])=[S:31])[cH:20][cH:21]1. Yields the product CC(C)(C)c1ccc(C(=S)Nc2c(Br)cccc2Br)cc1. Reactants: COC(=O)c1cc(C=O)cc(C)n1, Cl, CN(C)C=O, O. Product: COC(=O)c1cc(C(=O)O)cc(C)n1. RXN SMILES: [CH:1](=[O:2])[c:3]1[cH:4][c:5]([C:10](=[O:11])[O:12][CH3:13])[n:6][c:7]([CH3:9])[cH:8]1.[ClH:14].[O:16]=[CH:17][N:18]([CH3:19])[CH3:20].[OH2:15]>>[C:1](=[O:2])([c:3]1[cH:4][c:5]([C:10](=[O:11])[O:12][CH3:13])[n:6][c:7]([CH3:9])[cH:8]1)[OH:15].